From a dataset of the Open Reaction Database (ORD), a public repository of structured organic reaction records. describe an organic reaction: reactants, conditions, products, and yield The reactants are O=[N+]([O-])c1ccc(OCCCBr)cc1, O=C([O-])[O-], CC(C)N, [K+], [K+], CN(C)C=O. The product is CC(C)NCCCOc1ccc([N+](=O)[O-])cc1. As a reaction SMILES: [Br:7][CH2:8][CH2:9][CH2:10][O:11][c:12]1[cH:13][cH:14][c:15]([N+:18](=[O:19])[O-:20])[cH:16][cH:17]1.[C:1](=[O:2])([O-:3])[O-:4].[CH3:21][CH:22]([CH3:23])[NH2:24].[K+:5].[K+:6].[O:25]=[CH:26][N:27]([CH3:28])[CH3:29]>>[CH2:8]([CH2:9][CH2:10][O:11][c:12]1[cH:13][cH:14][c:15]([N+:18](=[O:19])[O-:20])[cH:16][cH:17]1)[NH:24][CH:22]([CH3:21])[CH3:23]. Reactants: CC1(C)Oc2ccc(Br)cc2C(n2ccccc2=O)=C1CO, CCOC(C)=O, Cc1ccccc1, O, BrP(Br)Br. Product: CC1(C)Oc2ccc(Br)cc2C(n2ccccc2=O)=C1CBr. As a reaction SMILES: [Br:1][c:2]1[cH:3][cH:4][c:5]2[c:6]([cH:22]1)[C:7]([n:15]1[c:16](=[O:21])[cH:17][cH:18][cH:19][cH:20]1)=[C:8]([CH2:13][OH:14])[C:9]([CH3:11])([CH3:12])[O:10]2.[CH3:28][CH2:29][O:30][C:31](=[O:32])[CH3:33].[CH3:34][c:35]1[cH:36][cH:37][cH:38][cH:39][cH:40]1.[OH2:27].[P:23]([Br:24])([Br:25])[Br:26]>>[Br:1][c:2]1[cH:3][cH:4][c:5]2[c:6]([cH:22]1)[C:7]([n:15]1[c:16](=[O:21])[cH:17][cH:18][cH:19][cH:20]1)=[C:8]([CH2:13][Br:24])[C:9]([CH3:11])([CH3:12])[O:10]2. Reactants: Cl (HCl), ClC=1C=C(C(=O)O)C=C(N1)Cl (2,6-dichloroisonicotinic acid), CN (methylamine). Run in O (water), O (water). Conditions: temperature 100 celsius, time 16 hour. The product is ClC=1C=C(C(=O)O)C=C(N1)NC (2-chloro-6-(methylamino)isonicotinic acid). Yield: 100.0%. Reaction SMILES: [Cl:1][C:2]1[CH:3]=[C:4]([CH:8]=[C:9](Cl)[N:10]=1)[C:5]([OH:7])=[O:6].[CH3:12][NH2:13].Cl>O>[Cl:1][C:2]1[CH:3]=[C:4]([CH:8]=[C:9]([NH:13][CH3:12])[N:10]=1)[C:5]([OH:7])=[O:6]. Procedure details: To a solution of 2,6-dichloroisonicotinic acid (25 g, 130.2 mmol) in 52 mL water was added 60 mL of 40% methylamine in water. Reaction heated to reflux at 100° C. After 16 h, reaction was cooled to rt. Reaction was acidified with 1N HCl (200 mL) and extracted with EtOAc (300 mL×4). The combined organics were washed with brine (150 mL), dried over Mg2SO4, filtered, and concentrated in vacuo to give 24.2 g (100%) of 2-chloro-6-(methylamino)isonicotinic acid as a brown solid. LC/MS [M+H]+ 187.0. Reactants: Cl.N(N)C1=CC=NC=C1 (4-hydrazinopyridine hydrochloride), CC(C(CC#N)=O)(C)C (4,4-dimethyl-3-oxopentanenitrile). Yields the product C(C)(C)(C)C1=NN(C(=C1)N)C1=CC=NC=C1 (3-tert-butyl-1-(pyridin-4-yl)-1H-pyrazol-5-amine). Isolated yield 16.9%. As a reaction SMILES: Cl.[NH:2]([C:4]1[CH:9]=[CH:8][N:7]=[CH:6][CH:5]=1)[NH2:3].[CH3:10][C:11]([CH3:18])([CH3:17])[C:12](=O)[CH2:13][C:14]#[N:15]>>[C:11]([C:12]1[CH:13]=[C:14]([NH2:15])[N:2]([C:4]2[CH:9]=[CH:8][N:7]=[CH:6][CH:5]=2)[N:3]=1)([CH3:18])([CH3:17])[CH3:10] |f:0.1|. Procedure details: Following the procedure in Example 161A Step 3, 4-hydrazinopyridine hydrochloride (1.0 g, 6.87 mmol) and 4,4-dimethyl-3-oxopentanenitrile (860 mg, 6.87 mmol) were reacted to give 3-tert-butyl-1-(pyridin-4-yl)-1H-pyrazol-5-amine (250 mg, 1.16 mmol, 17%). 1H NMR (300 MHz, DMSO-d6) δ 8.55 (br s, 2H), 7.69 (br s, 2H), 5.55 (br s, 2H), 5.46 (s, 1H), 1.22 (s, 9H); LC-MS (ESI) m/z 217 (M+H)+. The reactants are C(C)OC(CBr)=O (Bromo-acetic acid ethyl ester), FC1=C(C=C(C=C1)O)C (4-Fluoro-3-methyl-phenol), C(=O)([O-])[O-].[K+].[K+] (K2CO3), [Na+].[I-] (NaI). Solvent: CC(=O)C (acetone). Reaction conditions: temperature 63 celsius, time 3 hour. Product: FC1=C(C=C(OCC(=O)OCC)C=C1)C (Ethyl 2-(4-fluoro-3-methylphenoxy)acetate). As a reaction SMILES: [CH2:1]([O:3][C:4](=[O:7])[CH2:5]Br)[CH3:2].[F:8][C:9]1[CH:14]=[CH:13][C:12]([OH:15])=[CH:11][C:10]=1[CH3:16].C([O-])([O-])=O.[K+].[K+].[Na+].[I-]>CC(C)=O>[F:8][C:9]1[CH:14]=[CH:13][C:12]([O:15][CH2:5][C:4]([O:3][CH2:1][CH3:2])=[O:7])=[CH:11][C:10]=1[CH3:16] |f:2.3.4,5.6|. Procedure: To a solution of Bromo-acetic acid ethyl ester (1.3 g, 7.1 mmol) and 4-Fluoro-3-methyl-phenol (1.0 g, 7.1 mmol) in 10 mL acetone was added K2CO3 (979 mg, 7.1 mmol) and NaI (7.1 mg, 0.047 mmol) at 25° C. The reaction mixture was stirred for 3 h at 63° C. and the temperature was slowly reduced to room temperature over a period of 30 min. Evaporation of solvent left the crude from which the product was isolated by Flash column chromatography eluting with 0% to 10% ethyl acetate/hexane to give the t... Reactants: CS(=O)C (dimethylsulfoxide), C1=CC=CC=C1 (benzene), [F-].[K+] (potassium fluoride), ClC1=C(C=C(C=C1)Cl)[N+](=O)[O-] (2,5-dichloronitrobenzene). Run in O (water). Conditions: temperature 140 celsius. Product: FC1=C(C=C(C=C1)Cl)[N+](=O)[O-] (2-fluoro-5-chloro-nitrobenzene). The yield is 22.1%. As a reaction SMILES: CS(C)=O.C1C=CC=CC=1.[F-:11].[K+].Cl[C:14]1[CH:19]=[CH:18][C:17]([Cl:20])=[CH:16][C:15]=1[N+:21]([O-:23])=[O:22]>O>[F:11][C:14]1[CH:19]=[CH:18][C:17]([Cl:20])=[CH:16][C:15]=1[N+:21]([O-:23])=[O:22] |f:2.3|. Procedure: A mixture of 120 ml of dimethylsulfoxide, 80 ml of benzene, 35 g of potassium fluoride and 50 g of 2,5-dichloronitrobenzene was heated with stirring to 140° C. and was then heated at 180°-185° C. for three hours and then cooled. The water vapor was entrained and the distillate was extracted with isopropyl ether. The combined organic phases were dried and distilled at 40° C. under reduced pressure and were rectified at 14 mm Hg to obtain 10.1 g of 2-fluoro-5-chloro-nitrobenzene with a refractive ...